This data is from the Open Reaction Database (ORD), a public repository of structured organic reaction records. The task is: describe an organic reaction: reactants, conditions, products, and yield The reactants are CC(C(=O)OC)(CO)C (methyl 2,2-dimethyl-3-hydroxypropionate), C1(=CC=C(C=C1)S(=O)(=O)Cl)C (4-toluenesulfonyl chloride), N1=CC=CC=C1 (pyridine). The reagents and catalysts are CN(C1=CC=NC=C1)C (4-dimethylaminopyridine). The solvent is C1(=CC=CC=C1)C (toluene). Conditions: time 20 hour. Yields the product CC(C(=O)OC)(COS(=O)(=O)C1=CC=C(C=C1)C)C (Methyl 2,2-dimethyl-3-(4-tolylsulfonyloxy)propionate). Isolated yield 108.0%. As a reaction SMILES: [CH3:1][C:2]([CH3:9])([CH2:7][OH:8])[C:3]([O:5][CH3:6])=[O:4].[C:10]1([CH3:20])[CH:15]=[CH:14][C:13]([S:16](Cl)(=[O:18])=[O:17])=[CH:12][CH:11]=1.N1C=CC=CC=1>CN(C)C1C=CN=CC=1.C1(C)C=CC=CC=1>[CH3:1][C:2]([CH3:9])([CH2:7][O:8][S:16]([C:13]1[CH:14]=[CH:15][C:10]([CH3:20])=[CH:11][CH:12]=1)(=[O:18])=[O:17])[C:3]([O:5][CH3:6])=[O:4]. Reported procedure: A mixture of methyl 2,2-dimethyl-3-hydroxypropionate (100 g, 0.76 mol), 4-toluenesulfonyl chloride (151 g, 0.80 mol), 4-dimethylaminopyridine (4.6 g, 0.038 mol), and pyridine (200 mL) was stirred for 20 hrs and then was diluted with 200 mL toluene, stirred for 30 min and filtered. The filtrate was concentrated to 250 mL at aspirator pressure, diluted with 100 mL toluene, filtered, and concentrated. The residue was suspended in 200 mL hexanes, and the solvent was removed at aspirator pressure to ... Starting materials: CC(=O)[O-], CC(=O)[O-], O=C([O-])C=Cc1c[nH]cn1, [Mn+2], [Mn], [Na+], [OH-], O. Product: O=C([O-])C=Cc1c[nH]cn1, [Mn+2]. As a reaction SMILES: [C:1]([O-:2])(=[O:3])[CH3:4].[C:6]([O-:7])(=[O:8])[CH3:9].[CH:13](=[CH:14][c:15]1[cH:16][nH:17][cH:18][n:19]1)[C:20]([O-:21])=[O:22].[Mn+2:5].[Mn:12].[Na+:11].[OH-:10].[OH2:23]>>[CH:13](=[CH:14][c:15]1[cH:16][nH:17][cH:18][n:19]1)[C:20](=[O:21])[O-:22].[Mn+2:5]. The reactants are [H-].[Na+] (NaH), C(C)(C)(C)OC(=O)N1C[C@@H](CC1)CO (1-(tert-butoxycarbonyl)-3(R)-pyrrolidinylmethanol), BrCCCC1=CC=CC=C1 ((3-Bromopropyl)benzene). Reagents/catalysts: [N+](CCCC)(CCCC)(CCCC)CCCC.[Br-] (n-Bu4NBr). The solvent is C1CCOC1 (THF). Run at time 2 hour. Product: C1(=CC=CC=C1)CCCOC[C@H]1CN(CC1)C(=O)OC(C)(C)C (tert-Butyl 3(R)-[(3-Phenylpropoxy)methyl]pyrrolidine-1-carboxylate). The yield is 62.9%. RXN SMILES: [H-].[Na+].[C:3]([O:7][C:8]([N:10]1[CH2:14][CH2:13][C@@H:12]([CH2:15][OH:16])[CH2:11]1)=[O:9])([CH3:6])([CH3:5])[CH3:4].Br[CH2:18][CH2:19][CH2:20][C:21]1[CH:26]=[CH:25][CH:24]=[CH:23][CH:22]=1>C1COCC1.[N+](CCCC)(CCCC)(CCCC)CCCC.[Br-]>[C:21]1([CH2:20][CH2:19][CH2:18][O:16][CH2:15][C@@H:12]2[CH2:13][CH2:14][N:10]([C:8]([O:7][C:3]([CH3:6])([CH3:5])[CH3:4])=[O:9])[CH2:11]2)[CH:26]=[CH:25][CH:24]=[CH:23][CH:22]=1 |f:0.1,5.6|. Procedure: NaH (170 mg, 7.1 mmol, 2.0 equiv.) was added to a solution of 1-(tert-butoxycarbonyl)-3(R)-pyrrolidinylmethanol (500 mg, 2.49 mmol) in anhydrous THF (40 mL) with ice cooling under N2. The solution was stirred for 2 h at room temperature. (3-Bromopropyl)benzene (590 mg, 2.96 mmol, 1.2 equiv.) and n-Bu4NBr (80 mg, 0.25 mmol, 0.10 equiv.) were added, and the mixture was stirred overnight at 25° C. The reaction was then quenched with water. After concentration under vacuum, the solution was extracte... Starting materials: COC(=O)C(C)Br, O=C([O-])[O-], CN(C)C=O, O=Cc1ccc(Cl)cc1O, [K+], [K+]. The product is COC(=O)C(C)Oc1cc(Cl)ccc1C=O. Reaction SMILES: [Br:17][CH:18]([C:19](=[O:20])[O:21][CH3:22])[CH3:23].[C:11](=[O:12])([O-:13])[O-:14].[CH3:24][N:25]([CH3:26])[CH:27]=[O:28].[Cl:1][c:2]1[cH:3][c:4]([OH:10])[c:5]([CH:6]=[O:7])[cH:8][cH:9]1.[K+:15].[K+:16]>>[Cl:1][c:2]1[cH:3][c:4]([O:10][CH:18]([C:19](=[O:20])[O:21][CH3:22])[CH3:23])[c:5]([CH:6]=[O:7])[cH:8][cH:9]1. The reactants are CC1=CC=C(C=C1)C(=C/C=C/C(=O)O)C1=CC=C(C=C1)C ((E)-5,5-bis(4-methylphenyl)-2,4-pentadienoic acid), [N+](=O)([O-])C1=CC=C(C=C1)O (4-nitrophenol), C1(CCCCC1)N=C=NC1CCCCC1 (1.3-dicyclohexylcarbodiimide). The solvent is ClCCl (dichloromethane). Reaction conditions: time 30 minute. Yields the product [N+](=O)([O-])C1=CC=C(C=C1)OC(\C=C\C=C(C1=CC=C(C=C1)C)C1=CC=C(C=C1)C)=O ((E)-5,5-bis(4-methylphenyl)-2,4-pentadienoic acid 4-nitrophenyl ester). The yield is 85.5%. Reaction SMILES: [CH3:1][C:2]1[CH:7]=[CH:6][C:5]([C:8]([C:15]2[CH:20]=[CH:19][C:18]([CH3:21])=[CH:17][CH:16]=2)=[CH:9]/[CH:10]=[CH:11]/[C:12]([OH:14])=[O:13])=[CH:4][CH:3]=1.[N+:22]([C:25]1[CH:30]=[CH:29][C:28](O)=[CH:27][CH:26]=1)([O-:24])=[O:23].C1(N=C=NC2CCCCC2)CCCCC1>ClCCl>[N+:22]([C:25]1[CH:30]=[CH:29][C:28]([O:13][C:12](=[O:14])/[CH:11]=[CH:10]/[CH:9]=[C:8]([C:5]2[CH:4]=[CH:3][C:2]([CH3:1])=[CH:7][CH:6]=2)[C:15]2[CH:16]=[CH:17][C:18]([CH3:21])=[CH:19][CH:20]=2)=[CH:27][CH:26]=1)([O-:24])=[O:23]. Procedure: As in Example 115, (E)-5,5-bis(4-methylphenyl)-2,4-pentadienoic acid (7.25 g) and 4-nitrophenol (4.4 g) in dichloromethane (60 mL) was treated with 1.3-dicyclohexylcarbodiimide (5.36 g). The mixture was stirred at 0°-5° C. for 30 minutes and then at room temperature for 18 hours. After the usual work up. the ester was crystallized from 2-propanol to yield 8.9 g of (E)-5,5-bis(4-methylphenyl)-2,4-pentadienoic acid 4-nitrophenyl ester, mp 153.5°-154.5° C. The reactants are C(O)([O-])=O.[Na+] (sodium hydrogencarbonate), FC1=C(C=C(C=C1)OC)F (1,2-difluoro-4-methoxy-benzene), C=O (paraformaldehyde), Cl (hydrochloric acid), C(O)([O-])=O.[Na+] (sodium hydrogencarbonate). Solvent: C(C)OCC (diethylether), C(C)(=O)O (acetic acid). Reaction conditions: temperature 60 celsius, time 4 hour. Yields the product ClCC1=C(C=C(C(=C1)F)F)OC (1-chloromethyl-4,5-difluoro-2-methoxy-benzene). The yield is 92.0%. As a reaction SMILES: [F:1][C:2]1[CH:7]=[CH:6][C:5](OC)=[CH:4][C:3]=1[F:10].[CH2:11]=[O:12].[ClH:13].[C:14](=O)([O-])O.[Na+]>C(O)(=O)C.C(OCC)C>[Cl:13][CH2:5][C:6]1[CH:7]=[C:2]([F:1])[C:3]([F:10])=[CH:4][C:11]=1[O:12][CH3:14] |f:3.4|. Procedure: To a suspension of 5.75 g (40 mmol) of 1,2-difluoro-4-methoxy-benzene, 2.18 g (72 mmol) of paraformaldehyde and 3.55 g (25 mmol) of phosphorouspentoxide in 20 ml of acetic acid were added dropwise 7.2 ml of aqueous hydrochloric acid (37%). Thereupon, the reaction mixture was stirred for 18 hours at room temperature and additional 4 hours at 60° C. For the working up the mixture was hydrolyzed on crushed ice and 200 ml of diethylether were added. Under vigorous stirring 50 ml of saturated aqueous... Starting materials: OC1=C(C2=C(C=CO2)C(=C1C(=O)O)OC)OC (6-hydroxy-4,7-dimethoxybenzofuran-5-carboxylic acid), [H][H] (hydrogen), O (H2O), [OH-].[Na+] (NaOH). Reagents/catalysts: [Pd] (Pd/C). The solvent is C(C)O (ethanol). Yields the product OC1=C(C2=C(CCO2)C(=C1C(=O)O)OC)OC (2,3-dihydro-6-hydroxy-4,7-dimethoxybenzofuran-5-carboxylic acid). Isolated yield 73.4%. As a reaction SMILES: [OH:1][C:2]1[C:10]([C:11]([OH:13])=[O:12])=[C:9]([O:14][CH3:15])[C:5]2[CH:6]=[CH:7][O:8][C:4]=2[C:3]=1[O:16][CH3:17].O.[OH-].[Na+].[H][H]>C(O)C.[Pd]>[OH:1][C:2]1[C:10]([C:11]([OH:13])=[O:12])=[C:9]([O:14][CH3:15])[C:5]2[CH2:6][CH2:7][O:8][C:4]=2[C:3]=1[O:16][CH3:17] |f:2.3|. Reported procedure: 5 g of 6-hydroxy-4,7-dimethoxybenzofuran-5-carboxylic acid in 75 ml of ethanol/25 ml of H2O/0.8 g of NaOH are hydrogenated in the presence of 1 g of Pd/C (10%) under atmospheric pressure and at 50° C. until uptake of hydrogen is complete. The mixture is filtered, the ethanol is removed by distillation, the aqueous phase is acidified, and the solid is filtered off with suction. 3.7 g of product are obtained and reacted further without purification. Reactants: BrC=1C=C(C(N(C1)C)=O)NC1=CC=CC(=N1)OCCN(C(OC(C)(C)C)=O)C (tert-butyl 2-(6-(5-bromo-1-methyl-2-oxo-1,2-dihydropyridin-3-ylamino)pyridin-2-yloxy)ethyl(methyl)carbamate), Cl (HCl). Reaction conditions: time 2 hour. Yields the product Cl.BrC=1C=C(C(N(C1)C)=O)NC1=NC(=CC=C1)OCCNC (5-bromo-1-methyl-3-(6-(2-(methylamino)ethoxy)pyridin-2-ylamino)pyridin-2(1H)-one hydrochloride). Isolated yield 85.1%. Reaction SMILES: [Br:1][C:2]1[CH:3]=[C:4]([NH:10][C:11]2[N:16]=[C:15]([O:17][CH2:18][CH2:19][N:20](C)[C:21](=O)OC(C)(C)C)[CH:14]=[CH:13][CH:12]=2)[C:5](=[O:9])[N:6]([CH3:8])[CH:7]=1.[ClH:29]>>[ClH:29].[Br:1][C:2]1[CH:3]=[C:4]([NH:10][C:11]2[CH:12]=[CH:13][CH:14]=[C:15]([O:17][CH2:18][CH2:19][NH:20][CH3:21])[N:16]=2)[C:5](=[O:9])[N:6]([CH3:8])[CH:7]=1 |f:2.3|. Reported procedure: A mixture of 112c (900 mg, 1.99 mmol) in HCl (5 mL, 4 M in 1,4-dioxane, 20 mmol) was stirred at rt for 2 h. The reaction mixture was concentrated to give 5-bromo-1-methyl-3-(6-(2-(methylamino)ethoxy)pyridin-2-ylamino)pyridin-2(1H)-one hydrochloride 112d (660 mg, 85%) as yellow solid. This material was used for next step directly. ESI-LCMS: m/z=354.9 (free base) Starting materials: C(C)S (ethylmercaptan), [OH-].[Na+] (sodium hydroxide), ClC=1N=C(C2=C(N1)C=CC=N2)Cl (2,4-dichloropyrido[3,2-d]pyrimidine). Solvent: O (water), CC(=O)C (acetone), O (water). Reaction conditions: time 2 hour. Yields the product ClC=1N=C(C2=C(N1)C=CC=N2)SCC (2-chloro-4-ethylmercapto-pyrido[3,2-d]pyrimidine). Yield: 65.0%. RXN SMILES: [Cl:1][C:2]1[N:3]=[C:4](Cl)[C:5]2[N:11]=[CH:10][CH:9]=[CH:8][C:6]=2[N:7]=1.[OH-].[Na+].[CH2:15]([SH:17])[CH3:16]>CC(C)=O.O>[Cl:1][C:2]1[N:3]=[C:4]([S:17][CH2:15][CH3:16])[C:5]2[N:11]=[CH:10][CH:9]=[CH:8][C:6]=2[N:7]=1 |f:1.2|. Reported procedure: A suspension of 15 gm (0.075 mol) of 2,4-dichloropyrido[3,2-d]pyrimidine in 100 ml of acetone at -40°C was admixed with a solution of 3.2 gm (0.08 mol) of sodium hydroxide and 4.9 gm (5.8 ml) of ethylmercaptan in 25 ml of water, and the mixture was stirred for two hours at room temperature. Thereafter, 200 ml of water were added to the reaction mixture, and the precipitate formed thereby was collected and recrystallized from petroleum ether, yielding 11.0 gm (65% of theory) of 2-chloro-4-ethylme... Reactants: O1C=NC(=C1)CN (oxazol-4-ylmethanamine), O1N=C(C=C1)CN (isoxazol-3-ylmethanamine), FC1=CC=C(CN2C(N(CC2)C=2C=C(C(=O)O)C=CN2)=O)C=C1 (2-(3-(4-fluorobenzyl)-2-oxoimidazolidin-1-yl)isonicotinic acid). The product is FC1=CC=C(CN2C(N(CC2)C=2C=C(C(=O)NCC3=NOC=C3)C=CN2)=O)C=C1 (2-(3-(4-fluorobenzyl)-2-oxoimidazolidin-1-yl)-N-(isoxazol-3-ylmethyl)isonicotinamide). Yield: 53.0%. Reaction SMILES: O1C=C(CN)N=C1.[O:8]1[CH:12]=[CH:11][C:10]([CH2:13][NH2:14])=[N:9]1.[F:15][C:16]1[CH:37]=[CH:36][C:19]([CH2:20][N:21]2[CH2:25][CH2:24][N:23]([C:26]3[CH:27]=[C:28]([CH:32]=[CH:33][N:34]=3)[C:29](O)=[O:30])[C:22]2=[O:35])=[CH:18][CH:17]=1>>[F:15][C:16]1[CH:17]=[CH:18][C:19]([CH2:20][N:21]2[CH2:25][CH2:24][N:23]([C:26]3[CH:27]=[C:28]([CH:32]=[CH:33][N:34]=3)[C:29]([NH:14][CH2:13][C:10]3[CH:11]=[CH:12][O:8][N:9]=3)=[O:30])[C:22]2=[O:35])=[CH:36][CH:37]=1. Procedure: Following the procedure as described in Example 14, making variations as required to replace oxazol-4-ylmethanamine with isoxazol-3-ylmethanamine to react with 2-(3-(4-fluorobenzyl)-2-oxoimidazolidin-1-yl)isonicotinic acid, 2-(3-(4-fluorobenzyl)-2-oxoimidazolidin-1-yl)-N-(isoxazol-3-ylmethyl)isonicotinamide was obtained as a colorless solid in 53% yield: mp 127-129° C.; 1H NMR (300 MHz, CDCl3) δ 8.61 (s, 1H), 8.37-8.34 (m, 2H), 7.36 (dd, J=5.1 Hz, 1.2 Hz, 1H), 7.31-7.23 (m, 2H), 7.04-6.98 (m, 3H...